From a dataset of the Open Reaction Database (ORD), a public repository of structured organic reaction records. describe an organic reaction: reactants, conditions, products, and yield Reactants: C(=O)NC=1SC=C(N1)C(C(=O)O)=NOCC(N)=O (2-(2-Formamidothiazol-4-yl)-2-carbamoylmethoxyiminoacetic acid), P(=O)(Cl)(Cl)Cl (phosphoryl chloride), C([O-])([O-])=O.[Na+].[Na+] (sodium carbonate), NC1[C@@H]2N(C(=CCS2)C(=O)O)C1=O (7-amino-3-cephem-4-carboxylic acid). Solvent: O1CCCC1 (tetrahydrofuran), CN(C=O)C (N,N-dimethylformamide), O1CCCC1 (tetrahydrofuran), O (water), CC(=O)C (acetone). Conditions: time 30 minute. Product: C(=O)NC=1SC=C(N1)C(C(=O)NC1[C@@H]2N(C(=CCS2)C(=O)O)C1=O)=NOCC#N (7-[2-(2-formamidothiazol-4-yl)-2-cyanomethoxyiminoacetamido]-3-cephem-4-carboxylic acid). The yield is 49.4%. RXN SMILES: [CH:1]([NH:3][C:4]1[S:5][CH:6]=[C:7]([C:9](=[N:13][O:14][CH2:15][C:16](=O)[NH2:17])[C:10]([OH:12])=O)[N:8]=1)=[O:2].P(Cl)(Cl)(Cl)=O.[NH2:24][CH:25]1[C:35](=[O:36])[N:27]2[C:28]([C:32]([OH:34])=[O:33])=[CH:29][CH2:30][S:31][C@H:26]12.C(=O)([O-])[O-].[Na+].[Na+]>O1CCCC1.O.CC(C)=O.CN(C)C=O>[CH:1]([NH:3][C:4]1[S:5][CH:6]=[C:7]([C:9](=[N:13][O:14][CH2:15][C:16]#[N:17])[C:10]([NH:24][CH:25]2[C:35](=[O:36])[N:27]3[C:28]([C:32]([OH:34])=[O:33])=[CH:29][CH2:30][S:31][C@H:26]23)=[O:12])[N:8]=1)=[O:2] |f:3.4.5|. Procedure: 2-(2-Formamidothiazol-4-yl)-2-carbamoylmethoxyiminoacetic acid (syn isomer, 1.2 g.), N,N-dimethylformamide (0.768 g.), phosphoryl chloride (1.61 g.) and tetrahydrofuran (2.4 ml.) were treated in a similar manner to that of Example 1-(1) to give an activated acid solution. A suspension of 7-amino-3-cephem-4-carboxylic acid (0.89 g.) in a mixture of tetrahydrofuran (8.9 ml.), acetone (4.5 ml.) and water (4.5 ml.) was adjusted to pH 7 to 8 with 20% aqueous sodium carbonate. The activated acid solut... Starting materials: O1COC2=C1C=CC(=C2)C2(CC2)C(=O)NC2=NC(=CC=C2)Br (1-(benzo[d][1,3]dioxol-5-yl)-N-(6-bromopyridin-2-yl)cyclopropanecarboxamide), [Cl-].C(C(C)C)[Zn+] (isobutylzinc(II) chloride), O1COC2=C1C=CC(=C2)C2(CC2)C(=O)NC2=NC(=CC=C2)CC2CCCCC2 (1-(benzo[d][1,3]dioxol-5-yl)-N-(6-(cyclohexylmethyl)pyridin-2-yl)cyclopropanecarboxamide). The product is O1COC2=C1C=CC(=C2)C2(CC2)C(=O)NC2=NC(=CC=C2)CC(C)C (1-(Benzo[d][1,3]dioxol-5-yl)-N-(6-isobutylpyridin-2-yl)cyclopropanecarboxamide). RXN SMILES: O1C2C=CC(C3(C(NC4C=CC=C(Br)N=4)=O)CC3)=CC=2OC1.[Cl-].C([Zn+])C(C)C.[O:29]1[C:33]2[CH:34]=[CH:35][C:36]([C:38]3([C:41]([NH:43][C:44]4[CH:49]=[CH:48][CH:47]=[C:46]([CH2:50][CH:51]5[CH2:56]CCC[CH2:52]5)[N:45]=4)=[O:42])[CH2:40][CH2:39]3)=[CH:37][C:32]=2[O:31][CH2:30]1>>[O:29]1[C:33]2[CH:34]=[CH:35][C:36]([C:38]3([C:41]([NH:43][C:44]4[CH:49]=[CH:48][CH:47]=[C:46]([CH2:50][CH:51]([CH3:56])[CH3:52])[N:45]=4)=[O:42])[CH2:40][CH2:39]3)=[CH:37][C:32]=2[O:31][CH2:30]1 |f:1.2|. Procedure details: 1-(Benzo[d][1,3]dioxol-5-yl)-N-(6-isobutylpyridin-2-yl)cyclopropanecarboxamide was prepared from 1-(benzo[d][1,3]dioxol-5-yl)-N-(6-bromopyridin-2-yl)cyclopropanecarboxamide and isobutylzinc(II) chloride in a manner analogous to that of 1-(benzo[d][1,3]dioxol-5-yl)-N-(6-(cyclohexylmethyl)pyridin-2-yl)cyclopropanecarboxamide. Starting materials: CSC1=CC=C(C=C1)C1=CC=C(C=C1)C(CCC(=O)OC)=O (4-(4′-methylsulfanyl-biphenyl-4-yl)-4-oxo-butyric acid, methyl ester), [OH-].[Na+] (sodium hydroxide), Cl (hydrochloric acid). Run in O (water), O1C(CCC1)CO (tetrahydrofuran-methanol). Run at time 3 day. Yields the product CSC1=CC=C(C=C1)C1=CC=C(C=C1)C(CCC(=O)O)=O (4-(4′-methylsulfanyl-biphenyl-4-yl)-4-oxo-butyric acid). Yield: 95.1%. As a reaction SMILES: [CH3:1][S:2][C:3]1[CH:8]=[CH:7][C:6]([C:9]2[CH:14]=[CH:13][C:12]([C:15](=[O:22])[CH2:16][CH2:17][C:18]([O:20]C)=[O:19])=[CH:11][CH:10]=2)=[CH:5][CH:4]=1.[OH-].[Na+].Cl>O1CCCC1CO.O>[CH3:1][S:2][C:3]1[CH:4]=[CH:5][C:6]([C:9]2[CH:14]=[CH:13][C:12]([C:15](=[O:22])[CH2:16][CH2:17][C:18]([OH:20])=[O:19])=[CH:11][CH:10]=2)=[CH:7][CH:8]=1 |f:1.2|. Procedure details: A mixture of 4-(4′-methylsulfanyl-biphenyl-4-yl)-4-oxo-butyric acid, methyl ester (0.3742 g, 0.001190 mol) and 1.0 M aqueous sodium hydroxide (1.3 mL, 0.0013 mol) in tetrahydrofuran-methanol (5 mL/5 mL) was stirred at room temperature for 3 days. The volatiles were rotary evaporated, and the residue was suspended in water. The suspension was acidified with 1.0 M aqueous hydrochloric acid (1.4 mL, 0.0014 mol), and the mixture was extracted with tetrahydrofuran-dichloromethane (50/50 v/v). The org... Reactants: COC(C)(C)OC, ClCCl, O=C1CCC(CO)N1, Cc1ccc(S(=O)(=O)O)cc1. The product is CC1(C)OCC2CCC(=O)N21. As a reaction SMILES: [CH3:9][O:10][C:11]([CH3:12])([CH3:13])[O:14][CH3:15].[Cl:27][CH2:28][Cl:29].[OH:1][CH2:2][CH:3]1[CH2:4][CH2:5][C:6](=[O:8])[NH:7]1.[c:16]1([CH3:17])[cH:18][cH:19][c:20]([S:21]([OH:22])(=[O:23])=[O:24])[cH:25][cH:26]1>>[O:1]1[CH2:2][CH:3]2[CH2:4][CH2:5][C:6](=[O:8])[N:7]2[C:11]1([CH3:12])[CH3:13]. The reactants are NC1=C(C=C(C=C1)OC)S (2-amino-5-methoxybenzenethiol), FC1=CC=C(C=C1)C=1SC2=C(N1)C=CC(=C2)OC (2-(4-fluorophenyl)-6-methoxybenzothiazole), FC1=CC=C(C(=O)Cl)C=C1 (4-fluorobenzoyl chloride). Product: FC1=CC=C(C=C1)C=1SC2=C(N1)C=CC(=C2)O (2-(4-Fluorophenyl)-6-hydroxybenzothiazole). RXN SMILES: NC1C=CC(OC)=CC=1S.FC1C=CC(C(Cl)=O)=CC=1.[F:21][C:22]1[CH:27]=[CH:26][C:25]([C:28]2[S:29][C:30]3[CH:36]=[C:35]([O:37]C)[CH:34]=[CH:33][C:31]=3[N:32]=2)=[CH:24][CH:23]=1>>[F:21][C:22]1[CH:23]=[CH:24][C:25]([C:28]2[S:29][C:30]3[CH:36]=[C:35]([OH:37])[CH:34]=[CH:33][C:31]=3[N:32]=2)=[CH:26][CH:27]=1. Procedure: The procedure set out in Example 7 is repeated using 2-amino-5-methoxybenzenethiol and 4-fluorobenzoyl chloride. The reaction yields a mixture of the title compound and 2-(4-fluorophenyl)-6-methoxybenzothiazole. The mixture is treated with excess boiling 48 percent HBr for one hour to convert the latter product to the title compound. The solution is filtered and the precipitate is recrystallized from ethanol and water. The overall yield is 80.3 percent based on the initial amount of benzenethiol... Reactants: ClC=1C=C2C(=NC1C1=CC=C(C=C1)C1=CC=C(C=C1)C(=O)OC)N=C(N2COCC[Si](C)(C)C)O[C@@H]2C[C@@H]1OC(OC[C@H]1OC2)C2=CC=CC=C2 (methyl 4′-(6-chloro-2-(((4aR,7R,8aS)-2-phenylhexahydropyrano-[3,2-d][1,3]dioxin-7-yl)oxy)-1-((2-(trimethylsilyl)ethoxy)methyl)-1H-imidazo[4,5-b]pyridin-5-yl)-[1,1′-biphenyl]-4-carboxylate), aqueous solution, [OH-].[Na+] (NaOH), Cl (HCl). The solvent is C1CCOC1 (THF), O (water). Reaction conditions: temperature 40 celsius, time 24 hour. The product is ClC=1C=C2C(=NC1C1=CC=C(C=C1)C1=CC=C(C=C1)C(=O)O)N=C(N2COCC[Si](C)(C)C)O[C@@H]2C[C@@H]1OC(OC[C@H]1OC2)C2=CC=CC=C2 (4′-(6-chloro-2-(((4aR,7R,8aS)-2-phenylhexahydropyrano[3,2-d][1,3]dioxin-7-yl)oxy)-1-((2-(trimethylsilyl)ethoxy)methyl)-1H-imidazo[4,5-b]pyridin-5-yl)-[1,1′-biphenyl]-4-carboxylic acid). As a reaction SMILES: [Cl:1][C:2]1[CH:3]=[C:4]2[N:26]([CH2:27][O:28][CH2:29][CH2:30][Si:31]([CH3:34])([CH3:33])[CH3:32])[C:25]([O:35][C@H:36]3[CH2:45][O:44][C@H:43]4[C@@H:38]([O:39][CH:40]([C:46]5[CH:51]=[CH:50][CH:49]=[CH:48][CH:47]=5)[O:41][CH2:42]4)[CH2:37]3)=[N:24][C:5]2=[N:6][C:7]=1[C:8]1[CH:13]=[CH:12][C:11]([C:14]2[CH:19]=[CH:18][C:17]([C:20]([O:22]C)=[O:21])=[CH:16][CH:15]=2)=[CH:10][CH:9]=1.[OH-].[Na+].Cl>C1COCC1.O>[Cl:1][C:2]1[CH:3]=[C:4]2[N:26]([CH2:27][O:28][CH2:29][CH2:30][Si:31]([CH3:34])([CH3:33])[CH3:32])[C:25]([O:35][C@H:36]3[CH2:45][O:44][C@H:43]4[C@@H:38]([O:39][CH:40]([C:46]5[CH:51]=[CH:50][CH:49]=[CH:48][CH:47]=5)[O:41][CH2:42]4)[CH2:37]3)=[N:24][C:5]2=[N:6][C:7]=1[C:8]1[CH:13]=[CH:12][C:11]([C:14]2[CH:19]=[CH:18][C:17]([C:20]([OH:22])=[O:21])=[CH:16][CH:15]=2)=[CH:10][CH:9]=1 |f:1.2|. Procedure: To a stirred solution of methyl 4′-(6-chloro-2-(((4aR,7R,8aS)-2-phenylhexahydropyrano-[3,2-d][1,3]dioxin-7-yl)oxy)-1-((2-(trimethylsilyl)ethoxy)methyl)-1H-imidazo[4,5-b]pyridin-5-yl)-[1,1′-biphenyl]-4-carboxylate (474 mg, 0.651 mmol) in THF (5.2 mL) under nitrogen was added a 2.5N aqueous solution of NaOH (5.2 mL, 10.4 mmol). The mixture was allowed to stir at 40° C. for 24 hours. The mixture was then cooled to room temperature and diluted with water (40 mL). The mixture was acidified with 1N aq... The reactants are O=C(CCC(=O)OC)NC1=NC=C(C=C1)C#C[Si](C)(C)C (methyl 4-oxo-4-[[5-(2-trimethylsilylethynyl)-2-pyridyl]amino]butanoate), C([O-])([O-])=O.[K+].[K+] (potassium carbonate). Procedure details: To a solution of methyl 4-oxo-4-[[5-(2-trimethylsilylethynyl)-2-pyridyl]amino]butanoate (26 mg, 0.085 mmol) in methanol, potassium carbonate (5.90 mg, 0.042 mmol) is added in one portion and the reaction mixture is stirred at room temperature for 2 h. The reaction was stopped and the solution was partitioned between ethyl acetate and water. The aqueous layer was separated and extracted with ethyl acetate (2×). The combined organic layer was dried on magnesium sulfate and concentrated under vacuu... The product is C(#C)C=1C=CC(=NC1)NC(CCC(=O)OC)=O (methyl 4-[(5-ethynyl-2-pyridyl)amino]-4-oxo-butanoate). Isolated yield 60.0%. Run in CO (methanol). RXN SMILES: [O:1]=[C:2]([NH:9][C:10]1[CH:15]=[CH:14][C:13]([C:16]#[C:17][Si](C)(C)C)=[CH:12][N:11]=1)[CH2:3][CH2:4][C:5]([O:7][CH3:8])=[O:6].C(=O)([O-])[O-].[K+].[K+]>CO>[C:16]([C:13]1[CH:14]=[CH:15][C:10]([NH:9][C:2](=[O:1])[CH2:3][CH2:4][C:5]([O:7][CH3:8])=[O:6])=[N:11][CH:12]=1)#[CH:17] |f:1.2.3|. Run at time 2 hour.